Dataset: the Open Reaction Database (ORD), a public repository of structured organic reaction records. Task: describe an organic reaction: reactants, conditions, products, and yield The reactants are C(C)OC(C(C=O)SC=1SC(=C(N1)C1=CC=C(C=C1)OC)C1=CC=C(C=C1)OC)=O (2-[4,5-bis-(p-methoxyphenyl)-thiazol-2-ylthio]-2-formylacetic acid ethyl ester), Br (hydrobromic acid). Solvent: C(C)(=O)O (acetic acid). The product is COC1=CC=C(C=C1)C=1N=C(SC1C1=CC=C(C=C1)OC)SCC=O (2-[4,5-bis-(p-methoxyphenyl)-thiazol-2-ylthio]-acetaldehyde). As a reaction SMILES: C([O:3][C:4](=O)[CH:5]([S:8][C:9]1[S:10][C:11]([C:22]2[CH:27]=[CH:26][C:25]([O:28][CH3:29])=[CH:24][CH:23]=2)=[C:12]([C:14]2[CH:19]=[CH:18][C:17]([O:20][CH3:21])=[CH:16][CH:15]=2)[N:13]=1)C=O)C.Br>C(O)(=O)C>[CH3:21][O:20][C:17]1[CH:18]=[CH:19][C:14]([C:12]2[N:13]=[C:9]([S:8][CH2:5][CH:4]=[O:3])[S:10][C:11]=2[C:22]2[CH:27]=[CH:26][C:25]([O:28][CH3:29])=[CH:24][CH:23]=2)=[CH:15][CH:16]=1. Procedure details: 4.0 g of 2-[4,5-bis-(p-methoxyphenyl)-thiazol-2-ylthio]-2-formylacetic acid ethyl ester are dissolved in 50 ml of acetic acid, 10 ml of 43% strength hydrobromic acid are added and the mixture is heated at 80° for 4 hours. The mixture is concentrated to dryness by evaporation under reduced pressure, and the residue is dissolved in 200 ml of ethyl acetate, washed twice with 50 ml of saturated sodium bicarbonate solution each time and with water, dried over magnesium sulphate and concentrated to dr... Reactants: BrCc1ccc2ccccc2c1, CC(C)(C)OC(=O)N1CCC(O)(c2ccc(Cl)cc2)C(O)C1. Yields the product CC(C)(C)OC(=O)N1CCC(O)(c2ccc(Cl)cc2)C(OCc2ccc3ccccc3c2)C1. RXN SMILES: [Br:23][CH2:24][c:25]1[cH:26][c:27]2[cH:28][cH:29][cH:30][cH:31][c:32]2[cH:33][cH:34]1.[Cl:1][c:2]1[cH:3][cH:4][c:5]([C:8]2([OH:22])[CH:9]([OH:21])[CH2:10][N:11]([C:14](=[O:15])[O:16][C:17]([CH3:18])([CH3:19])[CH3:20])[CH2:12][CH2:13]2)[cH:6][cH:7]1>>[Cl:1][c:2]1[cH:3][cH:4][c:5]([C:8]2([OH:22])[CH:9]([O:21][CH2:24][c:25]3[cH:26][c:27]4[cH:28][cH:29][cH:30][cH:31][c:32]4[cH:33][cH:34]3)[CH2:10][N:11]([C:14](=[O:15])[O:16][C:17]([CH3:18])([CH3:19])[CH3:20])[CH2:12][CH2:13]2)[cH:6][cH:7]1. The product is BrC1=CC(=C(C=C1)N1C(C2(CCC1)CCOCC2)=O)C (2-(4-Bromo-2-methyl-phenyl)-9-oxa-2-aza-spiro[5.5]undecan-1-one). Procedure details: To a clear solution of 4-[3-(4-bromo-2-methyl-phenylamino)-propyl]-tetrahydro-pyran-4-carboxylic acid methyl ester (0.85 g, 2.3 mmol) in THF (25 mL) was added NaH (60% in mineral oil, ˜100 mg) and the reaction temperature was raised to 50° C. (external) for 2 h. TLC (2.5% MeOH in DCM for SM, 5% MeOH in DCM for product) showed the reaction was complete. LC/MS detected the product peak. The reaction was cooled tin an ice-water bath, diluted with 25 mL of ethyl acetate, quenched with 10 mL of water... Reaction SMILES: C[O:2][C:3]([C:5]1([CH2:11][CH2:12][CH2:13][NH:14][C:15]2[CH:20]=[CH:19][C:18]([Br:21])=[CH:17][C:16]=2[CH3:22])[CH2:10][CH2:9][O:8][CH2:7][CH2:6]1)=O.[H-].[Na+].CO.[Sn]>C1COCC1.C(Cl)Cl.C(OCC)(=O)C>[Br:21][C:18]1[CH:19]=[CH:20][C:15]([N:14]2[CH2:13][CH2:12][CH2:11][C:5]3([CH2:10][CH2:9][O:8][CH2:7][CH2:6]3)[C:3]2=[O:2])=[C:16]([CH3:22])[CH:17]=1 |f:1.2,^3:26|. The reactants are CO (MeOH), [Sn] (tin), COC(=O)C1(CCOCC1)CCCNC1=C(C=C(C=C1)Br)C (4-[3-(4-bromo-2-methyl-phenylamino)-propyl]-tetrahydro-pyran-4-carboxylic acid methyl ester), [H-].[Na+] (NaH), CO (MeOH), 25-g. The yield is 104.1%. Reaction conditions: temperature 50 celsius. Solvent: C(C)(=O)OCC (ethyl acetate), C(Cl)Cl (DCM), C1CCOC1 (THF), C(Cl)Cl (DCM). Isolated yield 35.0%. Starting materials: ClC1=C(C=C2CCNC2=C1)C(C)(C)C (6-Chloro-5-tert-butylindoline), N1=CC(=CC=C1)N=C=O (3-pyridylisocyanate). Reaction SMILES: [Cl:1][C:2]1[CH:10]=[C:9]2[C:5]([CH2:6][CH2:7][NH:8]2)=[CH:4][C:3]=1[C:11]([CH3:14])([CH3:13])[CH3:12].[N:15]1[CH:20]=[CH:19][CH:18]=[C:17]([N:21]=[C:22]=[O:23])[CH:16]=1>>[Cl:1][C:2]1[CH:10]=[C:9]2[C:5]([CH2:6][CH2:7][N:8]2[C:22](=[O:23])[NH:21][C:17]2[CH:16]=[N:15][CH:20]=[CH:19][CH:18]=2)=[CH:4][C:3]=1[C:11]([CH3:14])([CH3:13])[CH3:12]. Reported procedure: 6-Chloro-5-tert-butylindoline (D56) (0.21 g, 1.01 mmol) was treated with 3-pyridylisocyanate as in the procedure described in Example 1. The product was recrystallised from ethanol/diethyl ether to give the title compound (0.12 g, 35%) as a white crystalline solid m.p.=200° C. Product: ClC1=C(C=C2CCN(C2=C1)C(NC=1C=NC=CC1)=O)C(C)(C)C (6-Chloro-5-tert-butyl-1-(3-pyridylcarbamoyl)indoline). Reactants: C1CCOC1, CCc1nnc2n1CCC2C(=O)O, CO, [Li+], [OH-], O. Product: Cc1nnc2n1CCC2C(=O)O. Reaction SMILES: [CH2:16]1[O:17][CH2:18][CH2:19][CH2:20]1.[CH2:1]([CH3:2])[c:3]1[n:4]2[c:5]([n:6][n:7]1)[CH:8]([C:11](=[O:12])[OH:13])[CH2:9][CH2:10]2.[CH3:22][OH:23].[Li+:15].[OH-:14].[OH2:21]>>[CH3:1][c:3]1[n:4]2[c:5]([n:6][n:7]1)[CH:8]([C:11](=[O:12])[OH:13])[CH2:9][CH2:10]2. Reactants: COC1=C(C(=O)N[C@@H]2[C@H](CCC2)NC2=NC=C(N=C2)C(F)(F)F)C=C(C=C1)C (2-Methoxy-5-methyl-N-[(1S,2S)-2-{[5-(trifluoromethyl)pyrazin-2-yl]amino}cyclopentyl]benzamide), N1=C(N=CC=C1)C1=C(C(=O)O)C=CC=C1 (2-(pyrimidin-2-yl)benzoic acid), Cl.FC(C=1N=CC(=NC1)N[C@@H]1[C@H](CCC1)N)(F)F ((1S,2S)-1-N-[5-(trifluoromethyl)pyrazin-2-yl]cyclopentane-1,2-diamine hydrochloride), Cl.FC(C=1N=CC(=NC1)N[C@@H]1[C@H](CCC1)N)(F)F ((1S,2S)-1-N-[5-(trifluoromethyl)pyrazin-2-yl]cyclopentane-1,2-diamine hydrochloride). The product is N1=C(N=CC=C1)C1=C(C(=O)N[C@@H]2[C@H](CCC2)NC2=NC=C(N=C2)C(F)(F)F)C=CC=C1 (2-(Pyrimidin-2-yl)-N-[(1S,2S)-2-{[5-(trifluoromethyl)pyrazin-2-yl]amino}cyclopentyl]benzamide). As a reaction SMILES: CO[C:3]1[CH:27]=[CH:26][C:25](C)=[CH:24][C:4]=1[C:5]([NH:7][C@H:8]1[CH2:12][CH2:11][CH2:10][C@@H:9]1[NH:13][C:14]1[CH:19]=[N:18][C:17]([C:20]([F:23])([F:22])[F:21])=[CH:16][N:15]=1)=[O:6].Cl.FC(F)(F)C1N=C[C:35]([NH:38][C@H:39]2[CH2:43][CH2:42]C[C@@H]2N)=[N:36]C=1.N1C=CC=NC=1C1C=CC=CC=1C(O)=O>>[N:38]1[CH:39]=[CH:43][CH:42]=[N:36][C:35]=1[C:3]1[CH:27]=[CH:26][CH:25]=[CH:24][C:4]=1[C:5]([NH:7][C@H:8]1[CH2:12][CH2:11][CH2:10][C@@H:9]1[NH:13][C:14]1[CH:19]=[N:18][C:17]([C:20]([F:21])([F:23])[F:22])=[CH:16][N:15]=1)=[O:6] |f:1.2|. Procedure: Prepared according to the procedure for 2-methoxy-5-methyl-N-[(1S,2S)-2-{[5-(trifluoromethyl)pyrazin-2-yl]amino}cyclopentyl]benzamide (Example 37) from (1S,2S)-1-N-[5-(trifluoromethyl)pyrazin-2-yl]cyclopentane-1,2-diamine hydrochloride (Intermediate 14, 75 mg, 0.27 mmol) and 2-(pyrimidin-2-yl)benzoic acid (CAS number 400892-62-8; 64 mg, 0.32 mmol) to afford the title compound. The reactants are [Cl-].[Na+] (sodium chloride), FC1=C(CBr)C=CC=C1 (2-fluorobenzyl bromide), C([O-])([O-])=O.[Cs+].[Cs+] (cesium carbonate), FC=1C=C2C(=NC1)NN=C2I (5-Fluoro-3-iodo-1H-pyrazolo[3,4-b]pyridine). Run in CN(C)C=O (DMF). Reaction conditions: time 2 hour. The product is FC=1C=C2C(=NC1)N(N=C2I)CC2=C(C=CC=C2)F (5-Fluoro-1-(2-fluorobenzyl)-3-iodo-1H-pyrazolo[3,4-b]pyridine). Reaction SMILES: [F:1][C:2]1[CH:3]=[C:4]2[C:10]([I:11])=[N:9][NH:8][C:5]2=[N:6][CH:7]=1.[F:12][C:13]1[CH:20]=[CH:19][CH:18]=[CH:17][C:14]=1[CH2:15]Br.C(=O)([O-])[O-].[Cs+].[Cs+].[Cl-].[Na+]>CN(C=O)C>[F:1][C:2]1[CH:3]=[C:4]2[C:10]([I:11])=[N:9][N:8]([CH2:15][C:14]3[CH:17]=[CH:18][CH:19]=[CH:20][C:13]=3[F:12])[C:5]2=[N:6][CH:7]=1 |f:2.3.4,5.6|. Procedure details: 141 g (462.11 mmol) of the compound from Example 23A were initially charged in DMF (2538 ml), and 96.09 g (508.32 mmol) of 2-fluorobenzyl bromide and 165.62 g (508.32 mmol) of cesium carbonate were then added. The mixture was stirred at RT for two hours. The reaction mixture was then poured into saturated aqueous sodium chloride solution (13 670 ml) and extracted twice with ethyl acetate (5858 ml). The collected organic phases were washed with saturated aqueous sodium chloride solution (3905 ml)...